This data is from the Open Reaction Database (ORD), a public repository of structured organic reaction records. The task is: describe an organic reaction: reactants, conditions, products, and yield Yields the product Cc1c(C(Cl)C2CCCCC2)oc2cc(F)ccc12. Reactants: O=C([O-])O, Cc1ccccc1, Cc1c(C(O)C2CCCCC2)oc2cc(F)ccc12, [Na+], O=S(Cl)Cl. RXN SMILES: [C:24](=[O:25])([O-:26])[OH:27].[CH3:29][c:30]1[cH:31][cH:32][cH:33][cH:34][cH:35]1.[CH:1]1([CH:7]([OH:8])[c:9]2[o:10][c:11]3[c:12]([c:13]2[CH3:14])[cH:15][cH:16][c:17]([F:19])[cH:18]3)[CH2:2][CH2:3][CH2:4][CH2:5][CH2:6]1.[Na+:28].[S:20]([Cl:21])([Cl:22])=[O:23]>>[CH:1]1([CH:7]([c:9]2[o:10][c:11]3[c:12]([c:13]2[CH3:14])[cH:15][cH:16][c:17]([F:19])[cH:18]3)[Cl:22])[CH2:2][CH2:3][CH2:4][CH2:5][CH2:6]1.